describe an organic reaction: reactants, conditions, products, and yield From a dataset of the Open Reaction Database (ORD), a public repository of structured organic reaction records. Starting materials: CC(=O)Br, Cc1cc([N+](=O)[O-])cc(C)[n+]1[O-], CCOC(C)=O, ClC(Cl)Cl, [Na+], O=C([O-])O, O. Product: Cc1cc(Br)cc(C)[n+]1[O-]. RXN SMILES: [C:13](=[O:14])([CH3:15])[Br:16].[CH3:1][c:2]1[n+:3]([O-:12])[c:4]([CH3:11])[cH:5][c:6]([N+:8]([O-:9])=[O:10])[cH:7]1.[CH3:23][CH2:24][O:25][C:26]([CH3:27])=[O:28].[Cl:29][CH:30]([Cl:31])[Cl:32].[Na+:22].[O-:18][C:19]([OH:20])=[O:21].[OH2:17]>>[CH3:1][c:2]1[n+:3]([O-:12])[c:4]([CH3:11])[cH:5][c:6]([Br:16])[cH:7]1. The reactants are CCCCCCCCCCCCCCCCCCCCCC(=O)O, COc1ccc(COC(c2ccccc2)(c2ccc(OC)cc2)C2CC(O)CN2C(=O)CCCCCN)cc1. The product is CCCCCCCCCCCCCCCCCCCCCC(=O)NCCCCCC(=O)N1CC(O)CC1C(OCc1ccc(OC)cc1)(c1ccccc1)c1ccc(OC)cc1. As a reaction SMILES: [CH3:1][CH2:2][CH2:3][CH2:4][CH2:5][CH2:6][CH2:7][CH2:8][CH2:9][CH2:10][CH2:11][CH2:12][CH2:13][CH2:14][CH2:15][CH2:16][CH2:17][CH2:18][CH2:19][CH2:20][CH2:21][C:22]([OH:23])=[O:24].[NH2:25][CH2:26][CH2:27][CH2:28][CH2:29][CH2:30][C:31](=[O:32])[N:33]1[CH:34]([C:39]([O:40][CH2:41][c:42]2[cH:43][cH:44][c:45]([O:48][CH3:49])[cH:46][cH:47]2)([c:50]2[cH:51][cH:52][cH:53][cH:54][cH:55]2)[c:56]2[cH:57][cH:58][c:59]([O:62][CH3:63])[cH:60][cH:61]2)[CH2:35][CH:36]([OH:38])[CH2:37]1>>[CH3:1][CH2:2][CH2:3][CH2:4][CH2:5][CH2:6][CH2:7][CH2:8][CH2:9][CH2:10][CH2:11][CH2:12][CH2:13][CH2:14][CH2:15][CH2:16][CH2:17][CH2:18][CH2:19][CH2:20][CH2:21][C:22](=[O:24])[NH:25][CH2:26][CH2:27][CH2:28][CH2:29][CH2:30][C:31](=[O:32])[N:33]1[CH:34]([C:39]([O:40][CH2:41][c:42]2[cH:43][cH:44][c:45]([O:48][CH3:49])[cH:46][cH:47]2)([c:50]2[cH:51][cH:52][cH:53][cH:54][cH:55]2)[c:56]2[cH:57][cH:58][c:59]([O:62][CH3:63])[cH:60][cH:61]2)[CH2:35][CH:36]([OH:38])[CH2:37]1. Starting materials: CC(C)=CCCC(C)=CCCC(C)=CCCC(C)=CCBr, NCc1ccc2c(c1)OCO2, C1CCOC1, O. Product: CC(C)=CCCC(C)=CCCC(C)=CCCC(C)=CCNCc1ccc2c(c1)OCO2. As a reaction SMILES: [CH2:1]([CH:2]=[C:3]([CH3:4])[CH2:5][CH2:6][CH:7]=[C:8]([CH3:9])[CH3:10])[CH2:11][C:12](=[CH:13][CH2:14][CH2:15][C:16](=[CH:17][CH2:18][Br:19])[CH3:20])[CH3:21].[CH2:22]([c:23]1[cH:24][c:25]2[c:29]([cH:30][cH:31]1)[O:28][CH2:27][O:26]2)[NH2:32].[CH2:34]1[O:35][CH2:36][CH2:37][CH2:38]1.[OH2:33]>>[CH2:1]([CH:2]=[C:3]([CH3:4])[CH2:5][CH2:6][CH:7]=[C:8]([CH3:9])[CH3:10])[CH2:11][C:12](=[CH:13][CH2:14][CH2:15][C:16](=[CH:17][CH2:18][NH:32][CH2:22][c:23]1[cH:24][c:25]2[c:29]([cH:30][cH:31]1)[O:28][CH2:27][O:26]2)[CH3:20])[CH3:21]. Starting materials: ClC1=C(N=NC(=C1)Cl)C(=O)OC (methyl 4,6-dichloropyridazine-3-carboxylate), CS(=O)(=O)C=1C=CC(=NC1)N (5-(methylsulfonyl)pyridin-2-amine), CC1(C2=C(C(=CC=C2)P(C3=CC=CC=C3)C4=CC=CC=C4)OC5=C(C=CC=C51)P(C6=CC=CC=C6)C7=CC=CC=C7)C (xantphos), C([O-])([O-])=O.[Cs+].[Cs+] (cesium carbonate). Reagents/catalysts: C=1C=CC(=CC1)/C=C/C(=O)/C=C/C2=CC=CC=C2.C=1C=CC(=CC1)/C=C/C(=O)/C=C/C2=CC=CC=C2.C=1C=CC(=CC1)/C=C/C(=O)/C=C/C2=CC=CC=C2.[Pd].[Pd] (Pd2(dba)3). Solvent: O1CCOCC1 (1,4-Dioxane). Reaction conditions: temperature 100 celsius. The product is ClC1=CC(=C(N=N1)C(=O)OC)NC1=NC=C(C=C1)S(=O)(=O)C (methyl 6-chloro-4-(5-(methylsulfonyl)pyridin-2-ylamino)pyridazine-3-carboxylate). Yield: 18.7%. As a reaction SMILES: Cl[C:2]1[CH:7]=[C:6]([Cl:8])[N:5]=[N:4][C:3]=1[C:9]([O:11][CH3:12])=[O:10].[CH3:13][S:14]([C:17]1[CH:18]=[CH:19][C:20]([NH2:23])=[N:21][CH:22]=1)(=[O:16])=[O:15].CC1(C)C2C(=C(P(C3C=CC=CC=3)C3C=CC=CC=3)C=CC=2)OC2C(P(C3C=CC=CC=3)C3C=CC=CC=3)=CC=CC1=2.C(=O)([O-])[O-].[Cs+].[Cs+]>C1C=CC(/C=C/C(/C=C/C2C=CC=CC=2)=O)=CC=1.C1C=CC(/C=C/C(/C=C/C2C=CC=CC=2)=O)=CC=1.C1C=CC(/C=C/C(/C=C/C2C=CC=CC=2)=O)=CC=1.[Pd].[Pd].O1CCOCC1>[Cl:8][C:6]1[N:5]=[N:4][C:3]([C:9]([O:11][CH3:12])=[O:10])=[C:2]([NH:23][C:20]2[CH:19]=[CH:18][C:17]([S:14]([CH3:13])(=[O:16])=[O:15])=[CH:22][N:21]=2)[CH:7]=1 |f:3.4.5,6.7.8.9.10|. Procedure: A flask was charged with methyl 4,6-dichloropyridazine-3-carboxylate (200 mg, 0.966 mmol), 5-(methylsulfonyl)pyridin-2-amine (183 mg, 1.06 mmol), Pd2(dba)3 (88.5 mg, 0.097 mmol), xantphos (112 mg, 0.193 mmol) and cesium carbonate (944 mg, 2.9 mmol). 1,4-Dioxane (6.0 mL) was added and argon was bubbled through it while sonicating the flask for 5 min. The flask was sealed and heated at 100° C. for 1 h. After cooling the mixture was filtered through celite and the filter cake washed with CH2Cl2. Th... Starting materials: COC1=C2CCCCC2=C(C=2OC(CC(C21)=O)C(=O)OC)CCC (methyl 2,3-dihydro-5-methoxy-4-oxo-10-propyl-6,7,8,9-tetrahydro-4H-naphtho[2,3-b]pyran-2-carboxylate), BrN1C(CCC1=O)=O (N-bromosuccinimide). Solvent: C(Cl)(Cl)(Cl)Cl (carbon tetrachloride). The product is COC1=C2CCCCC2=C(C=2OC(=CC(C21)=O)C(=O)OC)CCC (Methyl 5-methoxy-4-oxo-10-propyl-6,7,8,9-tetrahydro-4H-naphtho[2,3-b]pyran-2-carboxylate). RXN SMILES: [CH3:1][O:2][C:3]1[C:16]2[C:15](=[O:17])[CH2:14][CH:13]([C:18]([O:20][CH3:21])=[O:19])[O:12][C:11]=2[C:10]([CH2:22][CH2:23][CH3:24])=[C:9]2[C:4]=1[CH2:5][CH2:6][CH2:7][CH2:8]2.BrN1C(=O)CCC1=O>C(Cl)(Cl)(Cl)Cl>[CH3:1][O:2][C:3]1[C:16]2[C:15](=[O:17])[CH:14]=[C:13]([C:18]([O:20][CH3:21])=[O:19])[O:12][C:11]=2[C:10]([CH2:22][CH2:23][CH3:24])=[C:9]2[C:4]=1[CH2:5][CH2:6][CH2:7][CH2:8]2. Procedure: A mixture of methyl 2,3-dihydro-5-methoxy-4-oxo-10-propyl-6,7,8,9-tetrahydro-4H-naphtho[2,3-b]pyran-2-carboxylate (3.4 g) and N-bromosuccinimide (1.78 g) was heated at reflux in carbon tetrachloride (150 ml) for 6 hours. The solution was cooled, washed with water, dried (Na2SO4) and evaporated. The residue was crystallised from petroleum ether (60°-80°) giving the title compound as a fawn solid, mp 92°-3°.